This data is from the Open Reaction Database (ORD), a public repository of structured organic reaction records. The task is: describe an organic reaction: reactants, conditions, products, and yield Solvent: N (ammonia), CO (methanol), C1CCOC1 (THF), N (ammonia), CO (methanol). Reactants: C[C@@]12C=CC[C@H]1[C@@H]1CCC=3C=C(C=CC3[C@H]1CC2)O (1,3,5(10),16-Estratetraen-3-ol), estra-1,3,5(10), 16-tetraene 3-methyl ether, C(C)(C)(C)O (t-butyl alcohol), [Li] (lithium). Reaction conditions: time 8 hour. Procedure: To estra-1,3,5(10), 16-tetraene-3-methyl ether (551.5 mg., 2.055 mmol) in 8.6 ml of anhydrous THF, approximately 30 ml of anhydrous ammonia, and 6.76 g of t-butyl alcohol was added lithium wire (0.24 g, 35 mg-atom) cut in small pieces. The reaction mixture was refluxed 41/2 h under argon, after which methanol (2.3 ml) was added and the ammonia was allowed to boil off overnight. The residue was dissolved in 25 Ml of methanol and was acidified to approximately Ph 1 with 5N HCI. After heating in an... Yields the product C[C@@]12C=CC[C@H]1[C@@H]1CCC3=CC(CC[C@@H]3[C@H]1CC2)=O (Estra-4,16-dien-3-one). Reaction SMILES: C(O)(C)(C)C.[Li].[CH3:7][C@:8]12[CH2:24][CH2:23][C@H:22]3[C@@H:13]([CH2:14][CH2:15][C:16]4[CH:17]=[C:18]([OH:25])[CH:19]=[CH:20][C:21]=43)[C@@H:12]1[CH2:11][CH:10]=[CH:9]2>C1COCC1.N.CO>[CH3:7][C@:8]12[CH2:24][CH2:23][C@H:22]3[C@@H:13]([CH2:14][CH2:15][C:16]4[C@@H:21]3[CH2:20][CH2:19][C:18](=[O:25])[CH:17]=4)[C@@H:12]1[CH2:11][CH:10]=[CH:9]2 |^1:5|. Starting materials: O (water), O=C1N(C(CC1)=O)OC(=O)C1=NNC(=C1)NC1=NC(=NC2=CC=CC=C12)C1=CC=CC=C1 (5-(2-phenyl-quinazolin-4-ylamino)-1H-pyrazole-3-carboxylic acid 2,5-dioxo-pyrrolidin-1-yl ester), N (ammonia). The solvent is CN(C)C=O (DMF), O1CCOCC1 (1,4-dioxane). Reaction conditions: time 24 hour. The product is C(N)(=O)C=1C=C(NN1)NC1=NC(=NC2=CC=CC=C12)C1=CC=CC=C1 ((5-Carbamoyl-2H-pyrazol-3-yl)-(2-phenyl-quinazolin-4-yl)-amine). Reaction SMILES: O=C1CCC(=O)N1O[C:9]([C:11]1[CH:15]=[C:14]([NH:16][C:17]2[C:26]3[C:21](=[CH:22][CH:23]=[CH:24][CH:25]=3)[N:20]=[C:19]([C:27]3[CH:32]=[CH:31][CH:30]=[CH:29][CH:28]=3)[N:18]=2)[NH:13][N:12]=1)=O.[NH3:33].[OH2:34]>CN(C=O)C.O1CCOCC1>[C:9]([C:11]1[CH:15]=[C:14]([NH:16][C:17]2[C:26]3[C:21](=[CH:22][CH:23]=[CH:24][CH:25]=3)[N:20]=[C:19]([C:27]3[CH:32]=[CH:31][CH:30]=[CH:29][CH:28]=3)[N:18]=2)[NH:13][N:12]=1)(=[O:34])[NH2:33]. Reported procedure: To a solution of 5-(2-phenyl-quinazolin-4-ylamino)-1H-pyrazole-3-carboxylic acid 2,5-dioxo-pyrrolidin-1-yl ester (270 mg, 0.63 mmol) in DMF (20 ml) was added a solution of ammonia in 1,4-dioxane (0.5 M, 10 ml). The resulting mixture was stirred at room temperature for 24 h. After concentration of the solvents, the residue was added to water (20 ml). The resulting precipitate was collected to afford III-100 (168 mg, 80%) as a yellow solid. 1H NMR (500 MHz, DMSO-d6) δ 7.77-7.51 (m, 6H), 7.86 (br s... Reactants: [H][H] (hydrogen), [H][H] (hydrogen), ClC1=CC(=C(CO)C=C1)[N+](=O)[O-] (4-chloro-2-nitro benzyl alcohol). The reagents and catalysts are [Pt] (platinum). The solvent is CO (methanol). Yields the product ClC=1C=CC(=C(N)C1)CO (5-Chloro-2-hydroxymethyl aniline). The yield is 100.0%. RXN SMILES: [Cl:1][C:2]1[CH:9]=[CH:8][C:5]([CH2:6][OH:7])=[C:4]([N+:10]([O-])=O)[CH:3]=1.[H][H]>CO.[Pt]>[Cl:1][C:2]1[CH:9]=[CH:8][C:5]([CH2:6][OH:7])=[C:4]([CH:3]=1)[NH2:10]. Reported procedure: To a solution of 4-chloro-2-nitro benzyl alcohol (25.00 g) in methanol (1 ltr) under nitrogen at room temperature, was added platinum on sulfided carbon (2.5 g, 10% by wt). The reaction mixture was shaken under 50 psi of hydrogen until the theoretical uptake of hydrogen had occurred. Filtration, then removal of the solvent in vacuo afforded the desired compound as a solid (21.00 g). δ (360 MHz, DMSO-d6) 4.35 (2H, d, J=4.95 Hz, CH2OH), 5.17 (1H, t, J=4.95 Hz, CH2OH), 6.77 (1H, dd, J=7.98 Hz, J=2....